This data is from the Open Reaction Database (ORD), a public repository of structured organic reaction records. The task is: describe an organic reaction: reactants, conditions, products, and yield Starting materials: CCC1OC(=O)C(C)C(=O)C(C)C(OC2OC(C)CC(N(C)C)C2O)C(C)(OC)CC(C)C(=O)C(C)C2C(SCCc3ccccc3)C(=O)OC12C, CCOC(C)=O. The product is CCC1OC(=O)C(C)C(=O)C(C)C(OC2OC(C)CC(N(C)C)C2O)C(C)(OC)CC(C)C(=O)C(C)C2CC(=O)OC12C. As a reaction SMILES: [CH2:1]([CH3:2])[CH:3]1[O:4][C:5](=[O:52])[CH:6]([CH3:51])[C:7](=[O:50])[CH:8]([CH3:49])[CH:9]([O:37][CH:38]2[CH:39]([OH:40])[CH:41]([N:46]([CH3:47])[CH3:48])[CH2:42][CH:43]([CH3:45])[O:44]2)[C:10]([CH3:34])([O:35][CH3:36])[CH2:11][CH:12]([CH3:33])[C:13](=[O:32])[CH:14]([CH3:31])[CH:15]2[C:16]1([CH3:30])[O:17][C:18](=[O:29])[CH:19]2[S:20][CH2:21][CH2:22][c:23]1[cH:24][cH:25][cH:26][cH:27][cH:28]1.[CH3:53][CH2:54][O:55][C:56](=[O:57])[CH3:58]>>[CH2:1]([CH3:2])[CH:3]1[O:4][C:5](=[O:52])[CH:6]([CH3:51])[C:7](=[O:50])[CH:8]([CH3:49])[CH:9]([O:37][CH:38]2[CH:39]([OH:40])[CH:41]([N:46]([CH3:47])[CH3:48])[CH2:42][CH:43]([CH3:45])[O:44]2)[C:10]([CH3:34])([O:35][CH3:36])[CH2:11][CH:12]([CH3:33])[C:13](=[O:32])[CH:14]([CH3:31])[CH:15]2[C:16]1([CH3:30])[O:17][C:18](=[O:29])[CH2:19]2.